This data is from the Open Reaction Database (ORD), a public repository of structured organic reaction records. The task is: describe an organic reaction: reactants, conditions, products, and yield Reactants: ClC=1C(=C(N(C1C(F)(F)F)CCl)C1=CC=C(C=C1)Cl)C#N (4-chloro-1-(chloromethyl)-2-(p-chlorophenyl)-5-(trifluoromethyl)pyrrole-3-carbonitrile), [O-]CC.[Na+] (sodium ethoxide), wt/wt solution, C(C)O (ethanol). The reagents and catalysts are [O-]CC.[Na+] (sodium ethoxide). Run in O (water), O1CCCC1 (tetrahydrofuran). Run at time 1 hour. Product: ClC=1C(=C(N(C1C(F)(F)F)COCC)C1=CC=C(C=C1)Cl)C#N (4-Chloro-2-(p-chlorophenyl)-1-(ethoxymethyl) -5-(trifluoromethyl)pyrrole-3-carbonitrile). The yield is 60.0%. RXN SMILES: [Cl:1][C:2]1[C:3]([C:20]#[N:21])=[C:4]([C:13]2[CH:18]=[CH:17][C:16]([Cl:19])=[CH:15][CH:14]=2)[N:5]([CH2:11]Cl)[C:6]=1[C:7]([F:10])([F:9])[F:8].[O-:22][CH2:23][CH3:24].[Na+].C(O)C>O1CCCC1.[O-]CC.[Na+].O>[Cl:1][C:2]1[C:3]([C:20]#[N:21])=[C:4]([C:13]2[CH:18]=[CH:17][C:16]([Cl:19])=[CH:15][CH:14]=2)[N:5]([CH2:11][O:22][CH2:23][CH3:24])[C:6]=1[C:7]([F:10])([F:9])[F:8] |f:1.2,5.6|. Reported procedure: A solution of 4-chloro-1-(chloromethyl)-2-(p-chlorophenyl)-5-(trifluoromethyl)pyrrole-3-carbonitrile (2.6 g, 0.0074 mol) in tetrahydrofuran is treated with sodium ethoxide as a 21% wt/wt solution in denatured ethanol (3.6 mL, 0.0096 mol), stirred at room temperature for 1 hour, treated with an additional 2-3 drops of the sodium ethoxide solution, heated at reflux temperature for 1 hour, cooled and poured in water. The resultant precipitate is filtered, dried and recrystallized from isopropanol t... Reactants: C1=CC=CC=2C3=CC=CC=C3C(C(C12)=O)=O (9,10-phenanthrenequinone), FC(C(=O)O)(F)F (trifluoroacetic acid), IN1C(CCC1=O)=O (N-iodosuccinimide). Solvent: O (water). Run at temperature 35 celsius, time 36 hour. Yields the product IC1=CC=2C(C(C3=CC=CC=C3C2C=C1)=O)=O (2-iodo-phenantrene-9,10-dione). Isolated yield 75.4%. RXN SMILES: [CH:1]1[C:14]2[C:13](=[O:15])[C:12](=[O:16])[C:11]3[C:6](=[CH:7][CH:8]=[CH:9][CH:10]=3)[C:5]=2[CH:4]=[CH:3][CH:2]=1.FC(F)(F)C(O)=O.[I:24]N1C(=O)CCC1=O>O>[I:24][C:2]1[CH:3]=[CH:4][C:5]2[C:6]3[C:11](=[CH:10][CH:9]=[CH:8][CH:7]=3)[C:12](=[O:16])[C:13](=[O:15])[C:14]=2[CH:1]=1. Procedure details: Into a 200 mL volume eggplant-shaped flask, 10.0 g of 9,10-phenanthrenequinone, 54.8 g of trifluoroacetic acid, and 21.6 g of N-iodosuccinimide were added at room temperature, heated to 35° C., and then stirred for 36 hours in an argon atmosphere. The reaction mixture was poured into icy water. The solid precipitate was collected by filtration and recrystallized with tetrahydrofuran, thereby to give 12.1 g of 2-iodo-phenantrene-9,10-dione (yield 75%) as an orange-colored solid. The reactants are C1(CCCCC1)N(CCN(C(OCC1=CC=CC=C1)=O)CCC1=CC=C(C=2NC(SC21)=O)O)C(CCNCCC2=C(C(=CC=C2)F)F)=O (Benzyl [2-(cyclohexyl {N-[2-(2,3-difluorophenyl)ethyl]-β-alanyl}amino)ethyl][2-(4-hydroxy-2-oxo-2,3-dihydro-1,3-benzothiazol-7-yl)ethyl]carbamate), Br.C(C)(=O)O (hydrogen bromide acetic acid), C1(=CC=CC=C1)C (Toluene). The solvent is C(C)(=O)O (acetic acid). Run at time 1 hour. Yields the product Br.Br.C1(CCCCC1)N(C(CCNCCC1=C(C(=CC=C1)F)F)=O)CCNCCC1=CC=C(C=2NC(SC21)=O)O (N-Cyclohexyl-N3-[2-(2,3-difluorophenyl)ethyl]-N-(2-{[2-(4-hydroxy-2-oxo-2,3-dihydro-1,3-benzothiazol-7-yl)ethyl]amino}ethyl)-β-alaninamide dihydrobromide salt). RXN SMILES: [CH:1]1([N:7]([C:34](=[O:48])[CH2:35][CH2:36][NH:37][CH2:38][CH2:39][C:40]2[CH:45]=[CH:44][CH:43]=[C:42]([F:46])[C:41]=2[F:47])[CH2:8][CH2:9][N:10]([CH2:21][CH2:22][C:23]2[C:31]3[S:30][C:29](=[O:32])[NH:28][C:27]=3[C:26]([OH:33])=[CH:25][CH:24]=2)C(=O)OCC2C=CC=CC=2)[CH2:6][CH2:5][CH2:4][CH2:3][CH2:2]1.[BrH:49].C(O)(=O)C.C1(C)C=CC=CC=1>C(O)(=O)C>[BrH:49].[BrH:49].[CH:1]1([N:7]([CH2:8][CH2:9][NH:10][CH2:21][CH2:22][C:23]2[C:31]3[S:30][C:29](=[O:32])[NH:28][C:27]=3[C:26]([OH:33])=[CH:25][CH:24]=2)[C:34](=[O:48])[CH2:35][CH2:36][NH:37][CH2:38][CH2:39][C:40]2[CH:45]=[CH:44][CH:43]=[C:42]([F:46])[C:41]=2[F:47])[CH2:2][CH2:3][CH2:4][CH2:5][CH2:6]1 |f:1.2,5.6.7|. Reported procedure: A solution of the carbamate from step (i) (0.4 g) in acetic acid (2 mL) was treated with hydrogen bromide/acetic acid (33%, 2 mL) and stirred for 1 h. Toluene (10 mL) was added, the mixture was evaporated in vacuo, the residue purified by reverse phase HPLC with 0.2% aqueous TFA/acetonitrile as eluent and the pure fractions evaporated in vacuo. The solid residue was dissolved in a mixture of ethanol (5 mL) and acetonitrile (15 mL) and treated with hydrobromic acid in aqueous acetonitrile (16%, 1... Reactants: C(C)(C)NC=1OC(=NN1)C=1C=C2C(=CN(C2=CC1)S(=O)(=O)C1=CC=C(C)C=C1)C1=NC(=NC(=C1)OCC1=CC=C(C=C1)OC)S(=O)(=O)C (N-isopropyl-5-(3-(6-((4-methoxybenzyl)oxy)-2-(methylsulfonyl)pyrimidin-4-yl)-1-tosyl-1H-indol-5-yl)-1,3,4-oxadiazol-2-amine), C(C)(C)N (isopropylamine). The solvent is CN1CCCC1=O (NMP), O (water). Reaction conditions: temperature 120 celsius. Product: C(C)(C)NC=1OC(=NN1)C=1C=C2C(=CN(C2=CC1)S(=O)(=O)C1=CC=C(C)C=C1)C1=NC(=NC(=C1)OCC1=CC=C(C=C1)OC)NC(C)C (N-isopropyl-5-(3-(2-(isopropylamino)-6-((4-methoxybenzyl)oxy)pyrimidin-4-yl)-1-tosyl-1H-indol-5-yl)-1,3,4-oxadiazol-2-amine). Isolated yield 86.1%. RXN SMILES: [CH:1]([NH:4][C:5]1[O:6][C:7]([C:10]2[CH:11]=[C:12]3[C:16](=[CH:17][CH:18]=2)[N:15]([S:19]([C:22]2[CH:28]=[CH:27][C:25]([CH3:26])=[CH:24][CH:23]=2)(=[O:21])=[O:20])[CH:14]=[C:13]3[C:29]2[CH:34]=[C:33]([O:35][CH2:36][C:37]3[CH:42]=[CH:41][C:40]([O:43][CH3:44])=[CH:39][CH:38]=3)[N:32]=[C:31](S(C)(=O)=O)[N:30]=2)=[N:8][N:9]=1)([CH3:3])[CH3:2].[CH:49]([NH2:52])([CH3:51])[CH3:50]>CN1C(=O)CCC1.O>[CH:1]([NH:4][C:5]1[O:6][C:7]([C:10]2[CH:11]=[C:12]3[C:16](=[CH:17][CH:18]=2)[N:15]([S:19]([C:22]2[CH:28]=[CH:27][C:25]([CH3:26])=[CH:24][CH:23]=2)(=[O:21])=[O:20])[CH:14]=[C:13]3[C:29]2[CH:34]=[C:33]([O:35][CH2:36][C:37]3[CH:42]=[CH:41][C:40]([O:43][CH3:44])=[CH:39][CH:38]=3)[N:32]=[C:31]([NH:52][CH:49]([CH3:51])[CH3:50])[N:30]=2)=[N:8][N:9]=1)([CH3:2])[CH3:3]. Procedure: A glass microwave reaction vessel was charged with N-isopropyl-5-(3-(6-((4-methoxybenzyl)oxy)-2-(methylsulfonyl)pyrimidin-4-yl)-1-tosyl-1H-indol-5-yl)-1,3,4-oxadiazol-2-amine (120 mg, 0.174 mmol) and isopropylamine (0.075 mL, 0.871 mmol) in NMP (1.0 mL). The reaction mixture was stirred and heated in an Initiator microwave reactor (Personal Chemistry, Biotage AB, Inc., Upssala, Sweden) at 120° C. for 1 h. The mixture was diluted with water and filtered. The remaining solid was dried to give the ... Reactants: Pyridinium bromide perbromide, COC=1C=C2CCC=C(C2=CC1)C1=CC=C(OCCN2CCCC2)C=C1 (1-{2-[4-(6-methoxy-3,4-dihydronaphthalen-1-yl)phenoxy]ethyl}pyrrolidine). The solvent is C1CCOC1 (THF). Reaction conditions: time 60 hour. Product: BrC1=C(C2=CC=C(C=C2CC1)OC)C1=CC=C(OCCN2CCCC2)C=C1 (1-{2-[4-(2-Bromo-6-methoxy-3,4-dihydronaphthalen-1-yl)phenoxy]ethyl}pyrrolidine). The yield is 82.9%. As a reaction SMILES: C1C=C[NH+]=CC=1.[Br:7][Br-]Br.[CH3:10][O:11][C:12]1[CH:13]=[C:14]2[C:19](=[CH:20][CH:21]=1)[C:18]([C:22]1[CH:35]=[CH:34][C:25]([O:26][CH2:27][CH2:28][N:29]3[CH2:33][CH2:32][CH2:31][CH2:30]3)=[CH:24][CH:23]=1)=[CH:17][CH2:16][CH2:15]2>C1COCC1>[Br:7][C:17]1[CH2:16][CH2:15][C:14]2[C:19](=[CH:20][CH:21]=[C:12]([O:11][CH3:10])[CH:13]=2)[C:18]=1[C:22]1[CH:35]=[CH:34][C:25]([O:26][CH2:27][CH2:28][N:29]2[CH2:33][CH2:32][CH2:31][CH2:30]2)=[CH:24][CH:23]=1 |f:0.1|. Procedure: Pyridinium bromide perbromide (21.22 g, 60.55 mmol) was added portionwise to a solution of 1-{2-[4-(6-methoxy-3,4-dihydronaphthalen-1-yl)phenoxy]ethyl}pyrrolidine (23 g, 72 mmol) in THF (700 mL). The reaction was stirred for 60 h. The precipitate was filtered through a Celite pad with the aid of THF. The off-white solid was dissolved in CH2Cl2 and MeOH and was filtered away from the Celite. The organic solution was washed with 0.5 N aq HCl followed by satd NaHCO3 (aq). The organic solution was d... The reactants are CC1=C(C=NC=C1)N1C(NCC1)=O (1-(4-methyl-pyridin-3-yl)-imidazolidin-2-one), BrC=1C=C(C=CC1)NC(C)=O (N-(3-bromo-phenyl)-acetamide), N[C@H]1[C@@H](CCCC1)N (trans-1,2-diamino cyclohexane), P(=O)([O-])([O-])[O-].[K+].[K+].[K+] (potassium phosphate). Reagents/catalysts: [Cu](I)I (copper iodide). Run in O1CCOCC1 (1,4-dioxane). Product: CC1=C(C=NC=C1)N1C(N(CC1)C=1C=C(C=CC1)NC(C)=O)=O (N-{3-[3-(4-Methyl-pyridin-3-yl)-2-oxo-imidazolidin-1-yl]-phenyl}-acetamide). Yield: 22.8%. Reaction SMILES: [CH3:1][C:2]1[CH:7]=[CH:6][N:5]=[CH:4][C:3]=1[N:8]1[CH2:12][CH2:11][NH:10][C:9]1=[O:13].Br[C:15]1[CH:16]=[C:17]([NH:21][C:22](=[O:24])[CH3:23])[CH:18]=[CH:19][CH:20]=1.N[C@@H]1CCCC[C@H]1N.P([O-])([O-])([O-])=O.[K+].[K+].[K+]>[Cu](I)I.O1CCOCC1>[CH3:1][C:2]1[CH:7]=[CH:6][N:5]=[CH:4][C:3]=1[N:8]1[CH2:12][CH2:11][N:10]([C:15]2[CH:16]=[C:17]([NH:21][C:22](=[O:24])[CH3:23])[CH:18]=[CH:19][CH:20]=2)[C:9]1=[O:13] |f:3.4.5.6|. Reported procedure: Using the same reaction conditions as in Example 14, 1-(4-methyl-pyridin-3-yl)-imidazolidin-2-one (I-14b: 150 mg, 0.8474 mmol) was reacted with N-(3-bromo-phenyl)-acetamide (217.6 mg, 1.0169 mmol), 1,4-dioxane (20 mL), copper iodide (16 mg, 0.08474 mmol), trans-1,2-diamino cyclohexane (449.7 mg, 0.2542 mmol) and potassium phosphate (29.4 mg, 2.1185 mmol) to afford the crude product. Purification by column chromatography on silica gel (5% MeOH in CHCl3), followed by preparative HPLC afforded 60 m...